From a dataset of the Open Reaction Database (ORD), a public repository of structured organic reaction records. describe an organic reaction: reactants, conditions, products, and yield Procedure details: To a stirring solution of 5-{[4-(2-tert-butylphenyl)piperazin-1-yl]carbonyl}pyrrolidin-2-one obtained in Example 62 (0.30 g, 0.91 mmol) in DMF (5 mL) was added sodium hydride (40 mg, 60% in mineral oil, 1.00 mmol) and the mixture was stirred at room temperature for 30 min. After this time, to the mixture was added benzyl bromide (0.17 g, 1.00 mmol) and the mixture was stirred at room temperature for 2 h. The reaction was quenched with saturated ammonium chloride solution, and the mixture was par... RXN SMILES: [C:1]([C:5]1[CH:10]=[CH:9][CH:8]=[CH:7][C:6]=1[N:11]1[CH2:16][CH2:15][N:14]([C:17]([CH:19]2[NH:23][C:22](=[O:24])[CH2:21][CH2:20]2)=[O:18])[CH2:13][CH2:12]1)([CH3:4])([CH3:3])[CH3:2].[H-].[Na+].[CH2:27](Br)[C:28]1[CH:33]=[CH:32][CH:31]=[CH:30][CH:29]=1>CN(C=O)C>[CH2:27]([N:23]1[CH:19]([C:17]([N:14]2[CH2:13][CH2:12][N:11]([C:6]3[CH:7]=[CH:8][CH:9]=[CH:10][C:5]=3[C:1]([CH3:4])([CH3:2])[CH3:3])[CH2:16][CH2:15]2)=[O:18])[CH2:20][CH2:21][C:22]1=[O:24])[C:28]1[CH:33]=[CH:32][CH:31]=[CH:30][CH:29]=1 |f:1.2|. Product: C(C1=CC=CC=C1)N1C(CCC1C(=O)N1CCN(CC1)C1=C(C=CC=C1)C(C)(C)C)=O (1-Benzyl-5-{[4-(2-tert-butylphenyl)piperazin-1-yl]carbonyl}pyrrolidin-2-one). Isolated yield 78.6%. Starting materials: C(C)(C)(C)C1=C(C=CC=C1)N1CCN(CC1)C(=O)C1CCC(N1)=O (5-{[4-(2-tert-Butylphenyl)piperazin-1-yl]carbonyl}pyrrolidin-2-one), [H-].[Na+] (sodium hydride), C(C1=CC=CC=C1)Br (benzyl bromide). Run in CN(C)C=O (DMF). Run at time 30 minute. The reactants are COC=1C=C(C=C(C1)OC)NC=1C(=NC2=CC=CC=C2N1)NS(=O)(=O)C=1C=C(C=CC1)NC(=O)C1CNC1 (N-(3-(N-(3-(3,5-dimethoxy-phenylamino)quinoxalin-2-yl)-sulfamoyl)phenyl)azetidine-3-carboxamide), CCN(C(C)C)C(C)C (DIEA), acid chloride. Run in ClCCCl (DCE). The product is COC=1C=C(C=C(C1)OC)NC=1C(=NC2=CC=CC=C2N1)NS(=O)(=O)C1=CC(=CC=C1)S(=O)(=O)C (N-(3-(3,5-dimethoxy-phenylamino)quinoxalin-2-yl)-3-(methylsulfonyl)benzenesulfonamide). As a reaction SMILES: [CH3:1][O:2][C:3]1[CH:4]=[C:5]([NH:11][C:12]2[C:13]([NH:22][S:23]([C:26]3[CH:27]=[C:28](NC(C4CNC4)=O)[CH:29]=[CH:30][CH:31]=3)(=[O:25])=[O:24])=[N:14][C:15]3[C:20]([N:21]=2)=[CH:19][CH:18]=[CH:17][CH:16]=3)[CH:6]=[C:7]([O:9][CH3:10])[CH:8]=1.CCN(C(C)C)C(C)C>ClCCCl>[CH3:1][O:2][C:3]1[CH:4]=[C:5]([NH:11][C:12]2[C:13]([NH:22][S:23]([C:26]3[CH:31]=[CH:30][CH:29]=[C:28]([S:23]([CH3:26])(=[O:25])=[O:24])[CH:27]=3)(=[O:24])=[O:25])=[N:14][C:15]3[C:20]([N:21]=2)=[CH:19][CH:18]=[CH:17][CH:16]=3)[CH:6]=[C:7]([O:9][CH3:10])[CH:8]=1. Procedure: N-(3-(N-(3-(3,5-dimethoxy-phenylamino)quinoxalin-2-yl)-sulfamoyl)phenyl)azetidine-3-carboxamide (125 mg, 0.23 mmol), prepared using procedures similar to those described in Example 372, was dissolved into 5 mL DCE in a mL round-bottom flask. DIEA (1.17 mmol, 5.0 equiv.) was then added with stirring followed by acid chloride (0.47 mmol, 2.0 equiv.). The reaction was then stirred at room temperature for 1 hour or until complete as indicated by LCMS. The solvent was subsequently removed under reduc... The reactants are CCCC1CC(NC(=O)OC(C)(C)C)CCC1NC(=O)C(CCSC)NC(=O)OCc1ccccc1, O=C([O-])[O-], CCOC(C)=O, [Cs+], [Cs+], CN(C)C=O. Yields the product CCCC1CC(NC(=O)OC(C)(C)C)CCC1N1CCC(NC(=O)OCc2ccccc2)C1=O. As a reaction SMILES: [C:1]([CH3:2])([CH3:3])([CH3:4])[O:5][C:6]([NH:7][CH:8]1[CH2:9][CH:10]([CH2:33][CH2:34][CH3:35])[CH:11]([NH:14][C:15]([CH:16]([CH2:17][CH2:18][S:19][CH3:20])[NH:21][C:22](=[O:23])[O:24][CH2:25][c:26]2[cH:27][cH:28][cH:29][cH:30][cH:31]2)=[O:32])[CH2:12][CH2:13]1)=[O:36].[C:43](=[O:44])([O-:45])[O-:46].[CH3:37][CH2:38][O:39][C:40]([CH3:41])=[O:42].[Cs+:47].[Cs+:48].[O:49]=[CH:50][N:51]([CH3:52])[CH3:53]>>[C:1]([CH3:2])([CH3:3])([CH3:4])[O:5][C:6]([NH:7][CH:8]1[CH2:9][CH:10]([CH2:33][CH2:34][CH3:35])[CH:11]([N:14]2[C:15](=[O:32])[CH:16]([NH:21][C:22](=[O:23])[O:24][CH2:25][c:26]3[cH:27][cH:28][cH:29][cH:30][cH:31]3)[CH2:17][CH2:18]2)[CH2:12][CH2:13]1)=[O:36].